From a dataset of the Open Reaction Database (ORD), a public repository of structured organic reaction records. describe an organic reaction: reactants, conditions, products, and yield Starting materials: Cc1ccc2c(N3CCC(NC(=O)OC(C)(C)C)C3)nc(Cl)nc2c1, ClCCl, O=C(O)C(F)(F)F. Product: Cc1ccc2c(N3CCC(N)C3)nc(Cl)nc2c1. As a reaction SMILES: [Cl:1][c:2]1[n:3][c:4]2[cH:5][c:6]([CH3:25])[cH:7][cH:8][c:9]2[c:10]([N:12]2[CH2:13][CH:14]([NH:17][C:18](=[O:19])[O:20][C:21]([CH3:22])([CH3:23])[CH3:24])[CH2:15][CH2:16]2)[n:11]1.[Cl:33][CH2:34][Cl:35].[OH:26][C:27]([C:28]([F:29])([F:30])[F:31])=[O:32]>>[Cl:1][c:2]1[n:3][c:4]2[cH:5][c:6]([CH3:25])[cH:7][cH:8][c:9]2[c:10]([N:12]2[CH2:13][CH:14]([NH2:17])[CH2:15][CH2:16]2)[n:11]1. The reactants are FC(F)(F)c1cccc(CBr)c1, CC(C)c1cc(C#N)cc2nc(-c3ccc(C(=O)NCc4ccc(B5OC(C)(C)C(C)(C)O5)cc4)cc3)oc12, C=C(C)B(O)O. Yields the product CC(C)c1cc(C#N)cc2nc(-c3ccc(C(=O)NCc4ccc(Cc5cccc(C(F)(F)F)c5)cc4)cc3)oc12. As a reaction SMILES: [Br:40][CH2:41][c:42]1[cH:43][c:44]([C:48]([F:49])([F:50])[F:51])[cH:45][cH:46][cH:47]1.[C:1](#[N:2])[c:3]1[cH:4][c:5]([CH:37]([CH3:38])[CH3:39])[c:6]2[c:7]([n:8][c:9](-[c:11]3[cH:12][cH:13][c:14]([C:15](=[O:16])[NH:17][CH2:18][c:19]4[cH:20][cH:21][c:22]([B:25]5[O:26][C:27]([CH3:28])([CH3:29])[C:30]([CH3:31])([CH3:32])[O:33]5)[cH:23][cH:24]4)[cH:34][cH:35]3)[o:10]2)[cH:36]1.[C:52]([B:53]([OH:54])[OH:55])([CH3:56])=[CH2:57]>>[C:1](#[N:2])[c:3]1[cH:4][c:5]([CH:37]([CH3:38])[CH3:39])[c:6]2[c:7]([n:8][c:9](-[c:11]3[cH:12][cH:13][c:14]([C:15](=[O:16])[NH:17][CH2:18][c:19]4[cH:20][cH:21][c:22]([CH2:41][c:42]5[cH:43][c:44]([C:48]([F:49])([F:50])[F:51])[cH:45][cH:46][cH:47]5)[cH:23][cH:24]4)[cH:34][cH:35]3)[o:10]2)[cH:36]1. Starting materials: N1=CC=C(C2=CC=CN=C12)C=O ([1,8]Naphthyridine-4-carbaldehyde), [Cl-].[NH4+] (ammonium chloride), C[Mg]Br (methyl magnesium bromide). Yields the product N1=CC=C(C2=CC=CN=C12)C(C)O (1-[1,8]naphthyridin4-yl-ethanol). Reported procedure: [1,8]Naphthyridine-4-carbaldehyde (0.300 g, 1.90 mmol) was dissolved in a mixture of anhydrous toluene (10 mL) and anhydrous THF (10 mL). The solution was cooled to 0° C. and methyl magnesium bromide (1.62 mL of 1.4M in THF/toluene) was added slowly and the solution stirred 1 h while allowing to warm to RT. Satd. aq. ammonium chloride was added until the solution reached a bright yellow color and precipitate was apparent. The solution was passed through a syringe filter and into water, where it ... Solvent: C1(=CC=CC=C1)C (toluene), C1CCOC1 (THF). Reaction conditions: temperature 0 celsius, time 1 hour. Reaction SMILES: [N:1]1[C:10]2[C:5](=[CH:6][CH:7]=[CH:8][N:9]=2)[C:4]([CH:11]=[O:12])=[CH:3][CH:2]=1.[CH3:13][Mg]Br.[Cl-].[NH4+]>C1(C)C=CC=CC=1.C1COCC1>[N:1]1[C:10]2[C:5](=[CH:6][CH:7]=[CH:8][N:9]=2)[C:4]([CH:11]([OH:12])[CH3:13])=[CH:3][CH:2]=1 |f:2.3|. Product: Cc1cc(C(=O)NCCN2CCOCC2)[nH]c1C=C1C(=O)N(C)c2ncnc(Nc3ccc(F)c(Cl)c3)c21. RXN SMILES: [CH2:40]1[CH2:41][CH2:42][NH:43][CH2:44][CH2:45]1.[CH3:46][CH2:47][OH:48].[Cl:1][c:2]1[cH:3][c:4]([NH:9][c:10]2[c:11]3[c:12]([n:13][cH:14][n:15]2)[N:16]([CH3:20])[C:17](=[O:19])[CH2:18]3)[cH:5][cH:6][c:7]1[F:8].[O:21]1[CH2:22][CH2:23][N:24]([CH2:27][CH2:28][NH:29][C:30](=[O:31])[c:32]2[nH:33][c:34]([CH:38]=[O:39])[c:35]([CH3:37])[cH:36]2)[CH2:25][CH2:26]1.[O:49]=[CH:50][N:51]([CH3:52])[CH3:53].[OH2:54]>>[Cl:1][c:2]1[cH:3][c:4]([NH:9][c:10]2[c:11]3[c:12]([n:13][cH:14][n:15]2)[N:16]([CH3:20])[C:17](=[O:19])[C:18]3=[CH:38][c:34]2[nH:33][c:32]([C:30]([NH:29][CH2:28][CH2:27][N:24]3[CH2:23][CH2:22][O:21][CH2:26][CH2:25]3)=[O:31])[cH:36][c:35]2[CH3:37])[cH:5][cH:6][c:7]1[F:8]. The reactants are C1CCNCC1, CCO, CN1C(=O)Cc2c(Nc3ccc(F)c(Cl)c3)ncnc21, Cc1cc(C(=O)NCCN2CCOCC2)[nH]c1C=O, CN(C)C=O, O. The reactants are CC(C(=O)OC)(C)OCCCCCCCC=C (Methyl 2-methyl-2-(8-nonenyloxy)propionate), ClC1=CC(=CC=C1)C(=O)OO (3-chloroperbenzoic acid). Run in C(Cl)Cl (methylene chloride). Yields the product O1C(CCCCCCCOC(C(=O)OC)(C)C)C1 (Methyl 2-(8,9-epoxynonyloxy)-2-methylpropionate). Isolated yield 101.3%. RXN SMILES: [CH3:1][C:2]([O:8][CH2:9][CH2:10][CH2:11][CH2:12][CH2:13][CH2:14][CH2:15][CH:16]=[CH2:17])([CH3:7])[C:3]([O:5][CH3:6])=[O:4].ClC1C=CC=C(C(OO)=[O:26])C=1>C(Cl)Cl>[O:26]1[CH2:17][CH:16]1[CH2:15][CH2:14][CH2:13][CH2:12][CH2:11][CH2:10][CH2:9][O:8][C:2]([CH3:1])([CH3:7])[C:3]([O:5][CH3:6])=[O:4]. Procedure: Methyl 2-methyl-2-(8-nonenyloxy)propionate (40 g) was dissolved in 320 ml of methylene chloride, and 40.8 g of 70% 3-chloroperbenzoic acid was added with stirring under ice-cooling, and the mixture was stirred for 15 hours at room temperature. The reaction solution was filtrated to remove insolubles, and the filtrate was concentrated. The residue was dissolved in n-hexane and washed 4 times with aqueous 10% potassium carbonate solution, washed with water, dried over anhydrous magnesium sulfate a...